This data is from the Open Reaction Database (ORD), a public repository of structured organic reaction records. The task is: describe an organic reaction: reactants, conditions, products, and yield The reactants are C(C)O (ethanol), [OH-].[Na+] (sodium hydroxide), C(C)(=O)NC1=CC=C(C=C1)N(CC(CCCC)CC)CC(CCCC)CC (N-acetyl-N',N'-di(2-ethylhexyl)-p-phenylenediamine). Solvent: O (water). Yields the product oil, C(C)C(CN(C1=CC=C(C=C1)N)CC(CCCC)CC)CCCC (N,N-di(2-ethylhexyl)-p-phenylenediamine). The yield is 53.4%. RXN SMILES: [OH-].[Na+].C([NH:6][C:7]1[CH:12]=[CH:11][C:10]([N:13]([CH2:22][CH:23]([CH2:28][CH3:29])[CH2:24][CH2:25][CH2:26][CH3:27])[CH2:14][CH:15]([CH2:20][CH3:21])[CH2:16][CH2:17][CH2:18][CH3:19])=[CH:9][CH:8]=1)(=O)C.C(O)C>O>[CH2:20]([CH:15]([CH2:16][CH2:17][CH2:18][CH3:19])[CH2:14][N:13]([CH2:22][CH:23]([CH2:28][CH3:29])[CH2:24][CH2:25][CH2:26][CH3:27])[C:10]1[CH:9]=[CH:8][C:7]([NH2:6])=[CH:12][CH:11]=1)[CH3:21] |f:0.1|. Procedure: A mixed solution comprising 8 ml of 30% sodium hydroxide solution, 1.012 g of N-acetyl-N',N'-di(2-ethylhexyl)-p-phenylenediamine and 10 ml of ethanol was allowed to react at 75° C. for a period of 5 hr. After the completion of the reaction, the reacted solution was introduced into water and the product was extracted by ethyl acetate. After ethyl acetate was distilled away, the residue was purified by silica gel column chromatography to obtain 501 mg of oil of N,N-di(2-ethylhexyl)-p-phenylenediam... The reactants are Cl, Clc1ccc(Cl)nn1, Cl[Al](Cl)Cl. The product is Clc1cc(Cl)c(Cl)nn1. Reaction SMILES: [Cl:13].[Cl:1][c:2]1[n:3][n:4][c:5]([Cl:8])[cH:6][cH:7]1.[Cl:9][Al:10]([Cl:11])[Cl:12]>>[Cl:1][c:2]1[n:3][n:4][c:5]([Cl:8])[cH:6][c:7]1[Cl:9]. Starting materials: C(C)(C)(C)OC(=O)N1C(C2=CC=CC=C2C1)C1=C(C=CC(=C1)Cl)OCC(=O)OCC ((±)-1-(5-chloro-2-ethoxycarbonylmethoxy-phenyl)-1,3-dihydro-isoindole-2-carboxylic acid tert-butyl ester), C(C1=CC=CC=C1)OC(=O)N1C(C2=CC=CC=C2C1)C1=C(C=CC(=C1)Cl)OCC(=O)OCC ((±)-1-(5-chloro-2-ethoxycarbonylmethoxy-phenyl)-1,3-dihydro-isoindole-2-carboxylic acid benzyl ester). Yields the product C(C1=CC=CC=C1)OC(=O)N1[C@@H](C2=CC=CC=C2C1)C1=C(C=CC(=C1)Cl)OCC(=O)OCC ((S)-1-(5-Chloro-2-ethoxycarbonylmethoxy-phenyl)-1,3-dihydro-isoindole-2-carboxylic acid benzyl ester). RXN SMILES: C(OC(N1CC2C(=CC=CC=2)C1C1C=C(Cl)C=CC=1OCC(OCC)=O)=O)(C)(C)C.[CH2:31]([O:38][C:39]([N:41]1[CH2:49][C:48]2[C:43](=[CH:44][CH:45]=[CH:46][CH:47]=2)[CH:42]1[C:50]1[CH:55]=[C:54]([Cl:56])[CH:53]=[CH:52][C:51]=1[O:57][CH2:58][C:59]([O:61][CH2:62][CH3:63])=[O:60])=[O:40])[C:32]1[CH:37]=[CH:36][CH:35]=[CH:34][CH:33]=1>>[CH2:31]([O:38][C:39]([N:41]1[CH2:49][C:48]2[C:43](=[CH:44][CH:45]=[CH:46][CH:47]=2)[C@H:42]1[C:50]1[CH:55]=[C:54]([Cl:56])[CH:53]=[CH:52][C:51]=1[O:57][CH2:58][C:59]([O:61][CH2:62][CH3:63])=[O:60])=[O:40])[C:32]1[CH:37]=[CH:36][CH:35]=[CH:34][CH:33]=1. Reported procedure: Following the same procedure, but starting from (±)-1-(5-chloro-2-ethoxycarbonylmethoxy-phenyl)-1,3-dihydro-isoindole-2-carboxylic acid tert-butyl ester, (±)-1-(5-chloro-2-ethoxycarbonylmethoxy-phenyl)-1,3-dihydro-isoindole-2-carboxylic acid benzyl ester was prepared.